From a dataset of the Open Reaction Database (ORD), a public repository of structured organic reaction records. describe an organic reaction: reactants, conditions, products, and yield The reactants are C1CCNCC1, ClCCCl, CN1CCOCC1, COc1cc(-n2cnc3cc(-c4ccc(Cl)cc4)sc3c2=O)ccc1OCC(=O)O, ClCCl, Cl, CN(C)C=O, O, Oc1cccc2[nH]nnc12. RXN SMILES: [CH2:31]1[CH2:32][CH2:33][NH:34][CH2:35][CH2:36]1.[CH2:37]([Cl:38])[CH2:39][Cl:40].[CH3:53][N:54]1[CH2:55][CH2:56][O:57][CH2:58][CH2:59]1.[Cl:1][c:2]1[cH:3][cH:4][c:5](-[c:8]2[cH:9][c:10]3[n:11][cH:12][n:13](-[c:18]4[cH:19][c:20]([O:29][CH3:30])[c:21]([O:22][CH2:23][C:24](=[O:25])[OH:26])[cH:27][cH:28]4)[c:14](=[O:17])[c:15]3[s:16]2)[cH:6][cH:7]1.[Cl:65][CH2:66][Cl:67].[ClH:41].[O:60]=[CH:61][N:62]([CH3:63])[CH3:64].[OH2:42].[OH:43][c:44]1[c:45]2[n:46][n:47][nH:48][c:49]2[cH:50][cH:51][cH:52]1>>[Cl:1][c:2]1[cH:3][cH:4][c:5](-[c:8]2[cH:9][c:10]3[n:11][cH:12][n:13](-[c:18]4[cH:19][c:20]([O:29][CH3:30])[c:21]([O:22][CH2:23][C:24](=[O:26])[N:34]5[CH2:33][CH2:32][CH2:31][CH2:36][CH2:35]5)[cH:27][cH:28]4)[c:14](=[O:17])[c:15]3[s:16]2)[cH:6][cH:7]1. Product: COc1cc(-n2cnc3cc(-c4ccc(Cl)cc4)sc3c2=O)ccc1OCC(=O)N1CCCCC1. The reactants are CO, Clc1ncc(Cl)c(Cl)n1, COc1ccc(C(N)=O)cc1N, C1CCOC1. Product: COc1ccc(C(N)=O)cc1Nc1nc(Cl)ncc1Cl. RXN SMILES: [CH3:22][OH:23].[Cl:13][c:14]1[n:15][cH:16][c:17]([Cl:21])[c:18]([Cl:20])[n:19]1.[NH2:1][c:2]1[cH:3][c:4]([C:5](=[O:6])[NH2:7])[cH:8][cH:9][c:10]1[O:11][CH3:12].[O:24]1[CH2:25][CH2:26][CH2:27][CH2:28]1>>[NH:1]([c:2]1[cH:3][c:4]([C:5](=[O:6])[NH2:7])[cH:8][cH:9][c:10]1[O:11][CH3:12])[c:18]1[c:17]([Cl:21])[cH:16][n:15][c:14]([Cl:13])[n:19]1. The reactants are ClC1=C(OC=2C(NC=CC2)=O)C=C(C(=C1)F)N1C(N(C(=CC1=O)C(F)(F)F)C)=O (3-[2-chloro-4-fluoro-5-(3-methyl-2,6-dioxo-4-trifluoromethyl-1, 2, 3, 6-tetrahydropyrimidin-1-yl)phenoxy]-1H-pyridin-2-one), [Sn](Cl)(Cl)(Cl)Cl (tin tetrachloride), ClCCCl (1,2-dichloroethane), [N+](=[N-])=CC(=O)OCC (ethyl diazoacetate). Solvent: CCCCCC.C(C)(=O)OCC (hexane ethyl acetate). Conditions: time 2 hour. Product: ClC1=C(OC=2C(=NC=CC2)OCC(=O)OCC)C=C(C(=C1)F)N1C(N(C(=CC1=O)C(F)(F)F)C)=O (3-[2-chloro-4-fluoro-5-(3-methyl-2,6-dioxo-4-trifluoromethyl-1,2,3,6-tetrahydropyrimidin-1-yl)phenoxy]-2-(ethoxycarbonylmethoxy)pyridine). As a reaction SMILES: [Cl:1][C:2]1[CH:15]=[C:14]([F:16])[C:13]([N:17]2[C:22](=[O:23])[CH:21]=[C:20]([C:24]([F:27])([F:26])[F:25])[N:19]([CH3:28])[C:18]2=[O:29])=[CH:12][C:3]=1[O:4][C:5]1[C:6](=[O:11])[NH:7][CH:8]=[CH:9][CH:10]=1.[Sn](Cl)(Cl)(Cl)Cl.ClCCCl.[N+](=[CH:41][C:42]([O:44][CH2:45][CH3:46])=[O:43])=[N-]>CCCCCC.C(OCC)(=O)C>[Cl:1][C:2]1[CH:15]=[C:14]([F:16])[C:13]([N:17]2[C:22](=[O:23])[CH:21]=[C:20]([C:24]([F:27])([F:26])[F:25])[N:19]([CH3:28])[C:18]2=[O:29])=[CH:12][C:3]=1[O:4][C:5]1[C:6]([O:11][CH2:41][C:42]([O:44][CH2:45][CH3:46])=[O:43])=[N:7][CH:8]=[CH:9][CH:10]=1 |f:4.5|. Reported procedure: Into a mixture of 1.0 g of 3-[2-chloro-4-fluoro-5-(3-methyl-2,6-dioxo-4-trifluoromethyl-1, 2, 3, 6-tetrahydropyrimidin-1-yl)phenoxy]-1H-pyridin-2-one, 121 mg of tin tetrachloride and 40 ml of 1,2-dichloroethane, 0.4 ml of ethyl diazoacetate (purity: 90%) is dropped at room temperature over 2 hours. After dropping, the reaction mixture is further stirred for 2 hours, and subjected to silica gel column chromatography (eluent; hexane/ethyl acetate=2/1) to give 3-[2-chloro-4-fluoro-5-(3-methyl-2,6-d... The reactants are COCCCOc1cc(C(=O)N(CC2CN(C(=O)OC(C)(C)C)CC2C=O)C(C)C)ccc1OC, CC#N, NC1CC1, O. The product is COCCCOc1cc(C(=O)N(CC2CN(C(=O)OC(C)(C)C)CC2CNC2CC2)C(C)C)ccc1OC. RXN SMILES: [C:1]([CH3:2])([CH3:3])([CH3:4])[O:5][C:6](=[O:7])[N:8]1[CH2:9][CH:10]([CH:34]=[O:35])[CH:11]([CH2:13][N:14]([C:15]([c:16]2[cH:17][c:18]([O:24][CH2:25][CH2:26][CH2:27][O:28][CH3:29])[c:19]([O:22][CH3:23])[cH:20][cH:21]2)=[O:30])[CH:31]([CH3:32])[CH3:33])[CH2:12]1.[CH3:40][C:41]#[N:42].[CH:36]1([NH2:39])[CH2:37][CH2:38]1.[OH2:43]>>[C:1]([CH3:2])([CH3:3])([CH3:4])[O:5][C:6](=[O:7])[N:8]1[CH2:9][CH:10]([CH2:34][NH:39][CH:36]2[CH2:37][CH2:38]2)[CH:11]([CH2:13][N:14]([C:15]([c:16]2[cH:17][c:18]([O:24][CH2:25][CH2:26][CH2:27][O:28][CH3:29])[c:19]([O:22][CH3:23])[cH:20][cH:21]2)=[O:30])[CH:31]([CH3:32])[CH3:33])[CH2:12]1. Reactants: O=C([O-])[O-], CN=C=O, [K+], [K+], C1CCOC1, O=C1CCC(c2ccc(O)cc2)N1CCN1CCOCC1. Product: CNC(=O)Oc1ccc(C2CCC(=O)N2CCN2CCOCC2)cc1. Reaction SMILES: [C:26](=[O:27])([O-:28])[O-:29].[CH3:22][N:23]=[C:24]=[O:25].[K+:30].[K+:31].[O:32]1[CH2:33][CH2:34][CH2:35][CH2:36]1.[OH:1][c:2]1[cH:3][cH:4][c:5]([CH:8]2[CH2:9][CH2:10][C:11](=[O:21])[N:12]2[CH2:13][CH2:14][N:15]2[CH2:16][CH2:17][O:18][CH2:19][CH2:20]2)[cH:6][cH:7]1>>[O:1]([c:2]1[cH:3][cH:4][c:5]([CH:8]2[CH2:9][CH2:10][C:11](=[O:21])[N:12]2[CH2:13][CH2:14][N:15]2[CH2:16][CH2:17][O:18][CH2:19][CH2:20]2)[cH:6][cH:7]1)[C:24]([NH:23][CH3:22])=[O:25].